Dataset: the Open Reaction Database (ORD), a public repository of structured organic reaction records. Task: describe an organic reaction: reactants, conditions, products, and yield Reactants: Cl (hydrochloric acid), FC1=CC=C(C=C1)C1(CCC(CC1)N1CC(CC1)C1=CNC2=CC=CC=C12)N(C)C ({1-(4-fluorophenyl)-4-[3-(1H-indol-3-yl)pyrrolidine-1-yl]cyclohexyl}-dimethylamine). Run in CC(=O)CC (ethyl methyl ketone), CO (methanol). The product is Cl.Cl.FC1=CC=C(C=C1)C1(CCC(CC1)N1CC(CC1)C1=CNC2=CC=CC=C12)N(C)C ({1-(4-fluorophenyl)-4-[3-(1H-indol-3-yl)pyrrolidine-1-yl]cyclohexyl}-dimethylamine dihydrochloride). Reaction SMILES: [ClH:1].[F:2][C:3]1[CH:8]=[CH:7][C:6]([C:9]2([N:29]([CH3:31])[CH3:30])[CH2:14][CH2:13][CH:12]([N:15]3[CH2:19][CH2:18][CH:17]([C:20]4[C:28]5[C:23](=[CH:24][CH:25]=[CH:26][CH:27]=5)[NH:22][CH:21]=4)[CH2:16]3)[CH2:11][CH2:10]2)=[CH:5][CH:4]=1>CC(CC)=O.CO>[ClH:1].[ClH:1].[F:2][C:3]1[CH:4]=[CH:5][C:6]([C:9]2([N:29]([CH3:31])[CH3:30])[CH2:14][CH2:13][CH:12]([N:15]3[CH2:19][CH2:18][CH:17]([C:20]4[C:28]5[C:23](=[CH:24][CH:25]=[CH:26][CH:27]=5)[NH:22][CH:21]=4)[CH2:16]3)[CH2:11][CH2:10]2)=[CH:7][CH:8]=1 |f:4.5.6|. Procedure: 5.5M isopropanolic hydrochloric acid (0.44 ml, 2.43 mmole) was added to a solution of the polar diastereoisomer of {1-(4-fluorophenyl)-4-[3-(1H-indol-3-yl)pyrrolidine-1-yl]cyclohexyl}-dimethylamine (330 mg, 0.81 mmole) in ethyl methyl ketone (25 ml) and methanol (5 ml). After a reaction time of 2 hours the polar dihydrochloride (Example 12) with an m.p. of 223°-230° C. was filtered off in a yield of 92% (358 mg). Solvent: CN(C)C=O (DMF). Yields the product S1N=C(C2=C1C=CC=C2)N2CCN(CC2)CCCN2C(C1=CC=CC=C1C2=O)=O (2-(3-(4-(benzo[d]isothiazol-3-yl)piperazin-1-yl)propyl)isoindoline-1,3-dione). Reactants: O (water), N1(CCNCC1)C1=NSC2=C1C=CC=C2 (3-(piperazin-1-yl)benzo[d]isothiazole), BrCCCN1C(C=2C(C1=O)=CC=CC2)=O (N-(3-bromopropyl)-phthalimide), C(=O)([O-])[O-].[K+].[K+] (K2CO3). Reported procedure: A mixture of 3-(piperazin-1-yl)benzo[d]isothiazole (1.75 g, 8.0 mmol), N-(3-bromopropyl)-phthalimide (1.96 mmol, 7.3 mmol) and K2CO3 (2.21 g, 16.0 mol) in DMF (10 mL) was stirred at 80° C. for 3 hours. The reaction mixture was poured into water (100 mL) and extracted with ethyl acetate (150 mL). The organic phase was dried over MgSO4 and evaporated under vacuum. The residue was further purified by flash column chromatography to provide 2-(3-(4-(benzo[d]isothiazol-3-yl)piperazin-1-yl)propyl)isoin... Run at temperature 80 celsius, time 3 hour. As a reaction SMILES: [N:1]1([C:7]2[C:11]3[CH:12]=[CH:13][CH:14]=[CH:15][C:10]=3[S:9][N:8]=2)[CH2:6][CH2:5][NH:4][CH2:3][CH2:2]1.Br[CH2:17][CH2:18][CH2:19][N:20]1[C:24](=[O:25])[C:23]2=[CH:26][CH:27]=[CH:28][CH:29]=[C:22]2[C:21]1=[O:30].C([O-])([O-])=O.[K+].[K+].O>CN(C=O)C>[S:9]1[C:10]2[CH:15]=[CH:14][CH:13]=[CH:12][C:11]=2[C:7]([N:1]2[CH2:6][CH2:5][N:4]([CH2:17][CH2:18][CH2:19][N:20]3[C:24](=[O:25])[C:23]4[C:22](=[CH:29][CH:28]=[CH:27][CH:26]=4)[C:21]3=[O:30])[CH2:3][CH2:2]2)=[N:8]1 |f:2.3.4|. Reaction SMILES: [C:1]([N:4]1[C:12]2[CH:11]=[CH:10][CH:9]=[CH:8][C:7]=2[CH:6]2[CH2:13][C:14]3[C:19]([CH:5]12)=[CH:18][C:17]([CH3:21])(C)[CH:16]([O:22]C)[CH:15]=3)(=O)[CH3:2].B(Br)(Br)Br.[OH2:28].Cl[CH2:30]Cl>>[C:1]([N:4]1[C:12]2[CH:11]=[CH:10][CH:9]=[CH:8][C:7]=2[C@H:6]2[CH2:13][C:14]3[C:19]([C@@H:5]12)=[CH:18][C:17]([CH3:21])=[C:16]([OH:22])[C:15]=3[CH3:30])(=[O:28])[CH3:2]. Yields the product C(C)(=O)N1[C@H]2[C@@H](C=3C=CC=CC13)CC1=C(C(=C(C=C12)C)O)C (cis-5-Acetyl-4b,5,9b,10-tetrahydro-2-hydroxy-1,3-dimethylindeno-[1,2-b]indole). Starting materials: B(Br)(Br)Br (boron tribromide), ClCCl (dichloromethane), C(C)(=O)N1C2C(C=3C=CC=CC13)CC1=CC(C(C=C12)(C)C)OC (5-acetyl-4b,5,9b,10-tetrahydro-2-methoxy-3,3-dimethylindeno[1,2-b]indole), ClCCl (dichloromethane), O (water). Procedure: Under anhydrous conditions a solution of 5-acetyl-4b,5,9b,10-tetrahydro-2-methoxy-3,3-dimethylindeno[1,2-b]indole (109 mg, 0.35 mmol) in dichloromethane (1 cm3) was cooled to -78° C., and a solution of boron tribromide in dichloromethane (0.7 cm3 of 1M solution) added. The reaction was allowed to warm to room temperature, and stirred for 90 minutes, where-upon water (5 cm3) was cautiously added. After stirring for a further 10 minutes, the mixture was diluted, and extracted with dichloromethane.... Reaction conditions: time 90 minute. The reactants are BrCCCCN1C(SC(C1=O)(C)C)C (3-(4-bromobutyl)-2,5,5-trimethyl-4-thiazolidinone), Cl.S1N=C(C2=C1C=CC=C2)N2CCNCC2.S2N=C(C1=C2C=CC=C1)N1CCNCC1 (1-(1,2-benzisothiazol-3-yl)piperazine 1-(1,2-benzisothiazol-3-yl)piperazine hydrochloride), C(=O)([O-])[O-].[K+].[K+] (K2CO3), [Na+].[I-] (NaI). The solvent is C(C)#N (acetonitrile). Run at temperature 65 celsius. Product: Cl.S1N=C(C2=C1C=CC=C2)N2CCN(CC2)CCCCC2(SC(C(N2)=O)(C)C)C (4-(1-[1,2-Benzisothiazol-3-yl]-4-piperazinyl)butyl-2,5,5-trimethyl-4-thiazolidinone hydrochloride). The yield is 61.3%. RXN SMILES: BrCCCC[N:6]1[C:10](=[O:11])[C:9]([CH3:13])([CH3:12])[S:8][CH:7]1[CH3:14].[ClH:15].[S:16]1[C:20]2[CH:21]=[CH:22][CH:23]=[CH:24][C:19]=2[C:18]([N:25]2[CH2:30][CH2:29][NH:28][CH2:27][CH2:26]2)=[N:17]1.S1[C:35]2[CH:36]=CC=C[C:34]=2[C:33](N2CCNCC2)=N1.C([O-])([O-])=O.[K+].[K+].[Na+].[I-]>C(#N)C>[ClH:15].[S:16]1[C:20]2[CH:21]=[CH:22][CH:23]=[CH:24][C:19]=2[C:18]([N:25]2[CH2:26][CH2:27][N:28]([CH2:33][CH2:34][CH2:35][CH2:36][C:7]3([CH3:14])[NH:6][C:10](=[O:11])[C:9]([CH3:12])([CH3:13])[S:8]3)[CH2:29][CH2:30]2)=[N:17]1 |f:1.2.3,4.5.6,7.8,10.11|. Reported procedure: A mixture of 3-(4-bromobutyl)-2,5,5-trimethyl-4-thiazolidinone (4.70 g), 1-(1,2-benzisothiazol-3-yl)piperazine 1-(1,2-benzisothiazol-3-yl)piperazine hydrochloride (4.72 g), K2CO3 (8.13 g) and NaI (300 mg) in acetonitrile (200 ml) was heated at 65° C. for 16 hours and the product was processed in substantially the same manner as in Example 10 to afford 2.77 g of crystals, m.p. 209°-214° C. Starting materials: C(#N)C1=C(C=C(C=C1)N1C(N(C(C1=O)(C)C)C1=CC(=C(C(=O)O)C=C1)F)=S)C(F)(F)F (4-(3-(4-cyano-3-(trifluoromethyl)phenyl)-5,5-dimethyl-4-oxo-2-thioxoimidazolidin-1-yl)-2-fluorobenzoic acid), S(=O)(Cl)Cl (thionyl chloride). Reaction conditions: time 15 hour. Product: C(#N)C1=C(C=C(C=C1)N1C(N(C(C1=O)(C)C)C1=CC(=C(C(=O)O)C=C1)F)=O)C(F)(F)F (4-(3-(4-cyano-3-(trifluoromethyl)phenyl)-5,5-dimethyl-2,4-dioxoimidazolidin-1-yl)-2-fluorobenzoic acid). Reaction SMILES: [C:1]([C:3]1[CH:8]=[CH:7][C:6]([N:9]2[C:13](=[O:14])[C:12]([CH3:16])([CH3:15])[N:11]([C:17]3[CH:25]=[CH:24][C:20]([C:21]([OH:23])=[O:22])=[C:19]([F:26])[CH:18]=3)[C:10]2=S)=[CH:5][C:4]=1[C:28]([F:31])([F:30])[F:29])#[N:2].S(Cl)(Cl)=[O:33]>>[C:1]([C:3]1[CH:8]=[CH:7][C:6]([N:9]2[C:13](=[O:14])[C:12]([CH3:16])([CH3:15])[N:11]([C:17]3[CH:25]=[CH:24][C:20]([C:21]([OH:23])=[O:22])=[C:19]([F:26])[CH:18]=3)[C:10]2=[O:33])=[CH:5][C:4]=1[C:28]([F:31])([F:30])[F:29])#[N:2]. Procedure: A solution of 4-(3-(4-cyano-3-(trifluoromethyl)phenyl)-5,5-dimethyl-4-oxo-2-thioxoimidazolidin-1-yl)-2-fluorobenzoic acid (50 mg, 0.11 mmol) in thionyl chloride (0.5 mL, 67.7 mmol) was stirred at 90 deg C. for 15 h. The reaction mixture was concentrated under reduced pressure to dryness. Ice-water (20 mL) was added into the residue and the product was extracted with ethyl acetate (60 mL). The organic layer was dried over anhydrous sodium sulfate and evaporated under reduced pressure to afford cr...